Dataset: the Open Reaction Database (ORD), a public repository of structured organic reaction records. Task: describe an organic reaction: reactants, conditions, products, and yield Starting materials: CCCCCN(C(=O)Cl)c1ccc2c(c1)C(C)(C)CCC2(C)C, COC(=O)c1ccc(N)nc1, c1ccncc1. Product: CCCCCN(C(=O)Nc1ccc(C(=O)OC)cn1)c1ccc2c(c1)C(C)(C)CCC2(C)C. RXN SMILES: [CH2:1]([CH2:2][CH2:3][CH2:4][CH3:5])[N:6]([C:7](=[O:8])[Cl:9])[c:10]1[cH:11][c:12]2[c:17]([cH:18][cH:19]1)[C:16]([CH3:20])([CH3:21])[CH2:15][CH2:14][C:13]2([CH3:22])[CH3:23].[NH2:24][c:25]1[n:26][cH:27][c:28]([C:29](=[O:30])[O:31][CH3:32])[cH:33][cH:34]1.[cH:35]1[cH:36][cH:37][n:38][cH:39][cH:40]1>>[CH2:1]([CH2:2][CH2:3][CH2:4][CH3:5])[N:6]([C:7](=[O:8])[NH:24][c:25]1[n:26][cH:27][c:28]([C:29](=[O:30])[O:31][CH3:32])[cH:33][cH:34]1)[c:10]1[cH:11][c:12]2[c:17]([cH:18][cH:19]1)[C:16]([CH3:20])([CH3:21])[CH2:15][CH2:14][C:13]2([CH3:22])[CH3:23]. Yields the product C(C)(C)(C)OC(=O)N1CCC(CC1)(C(=O)O)CC1=CC=C(C=C1)C(=O)OC (4-(4-methoxycarbonyl-benzyl)-piperidine-1,4-dicarboxylic acid mono-tert-butyl ester). Reagents/catalysts: [Pd] (palladium on carbon). Run in O1CCCC1 (tetrahydrofuran), C(C)O (ethanol). Reaction SMILES: [C:1]([O:5][C:6]([N:8]1[CH2:13][CH2:12][C:11]([CH2:24][C:25]2[CH:30]=[CH:29][C:28]([C:31]([O:33][CH3:34])=[O:32])=[CH:27][CH:26]=2)([C:14]([O:16]CC2C=CC=CC=2)=[O:15])[CH2:10][CH2:9]1)=[O:7])([CH3:4])([CH3:3])[CH3:2].[H][H]>O1CCCC1.C(O)C.[Pd]>[C:1]([O:5][C:6]([N:8]1[CH2:9][CH2:10][C:11]([CH2:24][C:25]2[CH:30]=[CH:29][C:28]([C:31]([O:33][CH3:34])=[O:32])=[CH:27][CH:26]=2)([C:14]([OH:16])=[O:15])[CH2:12][CH2:13]1)=[O:7])([CH3:3])([CH3:4])[CH3:2]. Starting materials: C(C)(C)(C)OC(=O)N1CCC(CC1)(C(=O)OCC1=CC=CC=C1)CC1=CC=C(C=C1)C(=O)OC (4-(4-methoxycarbonyl-benzyl)-piperidine-1,4-dicarboxylic acid 4-benzyl ester 1-tert-butyl ester), [H][H] (hydrogen). Reported procedure: To a solution of 4-(4-methoxycarbonyl-benzyl)-piperidine-1,4-dicarboxylic acid 4-benzyl ester 1-tert-butyl ester (10.65 mmol; 4.98 g) in tetrahydrofuran (20 mL) and ethanol (40 mL) was added 10% palladium on carbon (3 g), and the resulting mixture was hydrogenated under 50 psi of hydrogen pressure for 5 hours at room temperature. The catalyst was removed via filtration, and the filtrate was evaporated to yield 4-(4-methoxycarbonyl-benzyl)-piperidine-1,4-dicarboxylic acid mono-tert-butyl ester. 1... Reactants: CO, ClCCl, Cl, COc1ccc2ncc(C#N)c(CCN3CCC(C)(CN)C3)c2c1, O=Cc1ccc2c(n1)NC(=O)CS2. Product: COc1ccc2ncc(C#N)c(CCN3CCC(C)(CNCc4ccc5c(n4)NC(=O)CS5)C3)c2c1. Reaction SMILES: [CH3:39][OH:40].[Cl:41][CH2:42][Cl:43].[ClH:1].[NH2:2][CH2:3][C:4]1([CH3:25])[CH2:5][N:6]([CH2:9][CH2:10][c:11]2[c:12]([C:23]#[N:24])[cH:13][n:14][c:15]3[cH:16][cH:17][c:18]([O:21][CH3:22])[cH:19][c:20]23)[CH2:7][CH2:8]1.[O:26]=[C:27]1[NH:28][c:29]2[c:30]([cH:33][cH:34][c:35]([CH:37]=[O:38])[n:36]2)[S:31][CH2:32]1>>[NH:2]([CH2:3][C:4]1([CH3:25])[CH2:5][N:6]([CH2:9][CH2:10][c:11]2[c:12]([C:23]#[N:24])[cH:13][n:14][c:15]3[cH:16][cH:17][c:18]([O:21][CH3:22])[cH:19][c:20]23)[CH2:7][CH2:8]1)[CH2:37][c:35]1[cH:34][cH:33][c:30]2[c:29]([n:36]1)[NH:28][C:27](=[O:26])[CH2:32][S:31]2. The reactants are OC1=CC=C(C=C1)NC(C)=O (N-(4-hydroxy-phenyl)-acetamide), ClC1=NC(=CC2=CC(=C(C=C12)OC)OC)NC1=NNC(=C1)C ((1-chloro-6,7-dimethoxy-isoquinolin-3-yl)-(5-methyl-1H-pyrazol-3-yl)-amine). The product is COC=1C=C2C=C(N=C(C2=CC1OC)OC1=CC=C(C=C1)NC(C)=O)NC1=NNC(=C1)C (N-{4-[6,7-dimethoxy-3-(5-methyl-1H-pyrazol-3-ylamino)-isoquinolin-1-yloxy]-phenyl}-acetamide). As a reaction SMILES: [OH:1][C:2]1[CH:7]=[CH:6][C:5]([NH:8][C:9](=[O:11])[CH3:10])=[CH:4][CH:3]=1.Cl[C:13]1[C:22]2[C:17](=[CH:18][C:19]([O:25][CH3:26])=[C:20]([O:23][CH3:24])[CH:21]=2)[CH:16]=[C:15]([NH:27][C:28]2[CH:32]=[C:31]([CH3:33])[NH:30][N:29]=2)[N:14]=1>>[CH3:26][O:25][C:19]1[CH:18]=[C:17]2[C:22](=[CH:21][C:20]=1[O:23][CH3:24])[C:13]([O:1][C:2]1[CH:3]=[CH:4][C:5]([NH:8][C:9](=[O:11])[CH3:10])=[CH:6][CH:7]=1)=[N:14][C:15]([NH:27][C:28]1[CH:32]=[C:31]([CH3:33])[NH:30][N:29]=1)=[CH:16]2. Procedure details: Similar procedure as described in example 10 was used, starting from N-(4-hydroxy-phenyl)-acetamide and (1-chloro-6,7-dimethoxy-isoquinolin-3-yl)-(5-methyl-1H-pyrazol-3-yl)-amine to give N-{4-[6,7-dimethoxy-3-(5-methyl-1H-pyrazol-3-ylamino)-isoquinolin-1-yloxy]-phenyl}-acetamide. LC-MS m/e 434(MH+). RXN SMILES: [C:6](#[N:7])[c:8]1[c:9]([NH2:10])[cH:11][c:12]([C:15]([F:16])([F:17])[F:18])[cH:13][cH:14]1.[CH3:30][CH2:31][OH:32].[N:19]([O-:20])=[O:21].[NH2:23][c:24]1[cH:25][cH:26][cH:27][cH:28][cH:29]1.[Na+:22].[OH2:33].[S:1](=[O:2])(=[O:3])([OH:4])[OH:5]>>[C:6](#[N:7])[c:8]1[c:9]([NH:10][N:19]=[N:23][c:24]2[cH:25][cH:26][cH:27][cH:28][cH:29]2)[cH:11][c:12]([C:15]([F:16])([F:17])[F:18])[cH:13][cH:14]1. The product is N#Cc1ccc(C(F)(F)F)cc1NN=Nc1ccccc1. The reactants are N#Cc1ccc(C(F)(F)F)cc1N, CCO, O=N[O-], Nc1ccccc1, [Na+], O, O=S(=O)(O)O.